The task is: describe an organic reaction: reactants, conditions, products, and yield. This data is from the Open Reaction Database (ORD), a public repository of structured organic reaction records. Reactants: S(=O)(Cl)Cl (Thionyl chloride), ice, ClC1=CC=C2[C@@H](C[C@@H](C2=C1)O)C1=CC=CC=C1 ((1S,3S)-6-chloro-3-phenylindan-1-ol), O (water), ice. Solvent: O1CCCC1 (tetrahydrofuran), O1CCCC1 (tetrahydrofuran). Yields the product Cl[C@H]1C[C@H](C2=CC=C(C=C12)Cl)C1=CC=CC=C1 ((1S,3S)-3,5-dichloro-1-phenylindan). RXN SMILES: [Cl:1][C:2]1[CH:10]=[C:9]2[C:5]([C@H:6]([C:12]3[CH:17]=[CH:16][CH:15]=[CH:14][CH:13]=3)[CH2:7][C@@H:8]2O)=[CH:4][CH:3]=1.S(Cl)([Cl:20])=O.O>O1CCCC1>[Cl:20][C@@H:8]1[C:9]2[C:5](=[CH:4][CH:3]=[C:2]([Cl:1])[CH:10]=2)[C@H:6]([C:12]2[CH:17]=[CH:16][CH:15]=[CH:14][CH:13]=2)[CH2:7]1. Procedure details: A solution of (1S,3S)-6-chloro-3-phenylindan-1-ol (Va) (17 g) (synthesized as in example 8) in tetrahydrofuran (130 ml) is cooled with an ice bath. Thionyl chloride (9.9 g) in tetrahydrofuran (50 ml) is added drop wise at 4-5° C., and then the mixture is stirred over night at ambient temperature. A mixture of water and ice (approximately 25 ml) is added, and stirring is continued until all the ice has melted. The phases are separated, and the organic phase is washed twice with sodium bicarbonate... Reactants: COC(CCCCCCCN1C(N(C(=C1)C1=CC=CC=C1)C1=CC=CC=C1)=O)=O (8-(3.4-diphenyl-2-oxo-4-imidazolin-1-yl) caprylic acid methyl ester), [OH-].[Na+] (NaOH). Run in C(C)O (ethanol). Yields the product C1(=CC=CC=C1)N1C(N(C=C1C1=CC=CC=C1)CCCCCCCC(=O)O)=O (8-(3.4-Diphenyl-2-oxo-4-imidazolin-1-yl) caprylic acid). RXN SMILES: C[O:2][C:3](=[O:29])[CH2:4][CH2:5][CH2:6][CH2:7][CH2:8][CH2:9][CH2:10][N:11]1[CH:15]=[C:14]([C:16]2[CH:21]=[CH:20][CH:19]=[CH:18][CH:17]=2)[N:13]([C:22]2[CH:27]=[CH:26][CH:25]=[CH:24][CH:23]=2)[C:12]1=[O:28].[OH-].[Na+]>C(O)C>[C:22]1([N:13]2[C:14]([C:16]3[CH:21]=[CH:20][CH:19]=[CH:18][CH:17]=3)=[CH:15][N:11]([CH2:10][CH2:9][CH2:8][CH2:7][CH2:6][CH2:5][CH2:4][C:3]([OH:29])=[O:2])[C:12]2=[O:28])[CH:23]=[CH:24][CH:25]=[CH:26][CH:27]=1 |f:1.2|. Procedure: The product is produced as described in example 18 from 8.2 g of 8-(3.4-diphenyl-2-oxo-4-imidazolin-1-yl) caprylic acid methyl ester and 0.84 g of NaOH in 20 cc. of ethanol. Further purification by chromatography on silicic acid gel using chloroform as eluant.